From a dataset of the Open Reaction Database (ORD), a public repository of structured organic reaction records. describe an organic reaction: reactants, conditions, products, and yield Reactants: N1=C(C=CC2=CN=CC=C12)C(=O)O (2-[1,6]naphthyridinecarboxylic acid), O.ON1N=NC2=C1C=CC=C2 (1-hydroxybenzotriazole hydrate), NCC1=NC=CC=C1 (2-(aminomethyl)pyridine), 1-(3-dimethylaminopropyl)-3-ethylcarboiimide hydrochloride. Solvent: CN(C)C=O (DMF). Reaction conditions: time 8 hour. Product: C(C)CC(=O)OC (methanol I ethyl acetate), N1=C(C=CC=C1)CNC(=O)C1=NC2=CC=NC=C2C=C1 ([1,6]naphthyridine-2-carboxylic acid (pyridine-2-ylmethyl)amide). The yield is 207.5%. RXN SMILES: [N:1]1[C:10]2[C:5](=[CH:6][N:7]=[CH:8][CH:9]=2)[CH:4]=[CH:3][C:2]=1[C:11]([OH:13])=[O:12].O.ON1C2C=CC=C[C:19]=2N=N1.[NH2:25][CH2:26][C:27]1[CH:32]=[CH:31][CH:30]=[CH:29][N:28]=1>CN(C=O)C>[CH2:3]([CH2:2][C:11]([O:13][CH3:19])=[O:12])[CH3:4].[N:28]1[CH:29]=[CH:30][CH:31]=[CH:32][C:27]=1[CH2:26][NH:25][C:11]([C:2]1[CH:3]=[CH:4][C:5]2[C:10](=[CH:9][CH:8]=[N:7][CH:6]=2)[N:1]=1)=[O:13] |f:1.2|. Procedure details: To a stirring mixture of 2-[1,6]naphthyridinecarboxylic acid (50 mg, 0.287 mmol) in anhydrous DMF (1.0 mL) at room temperature was added sequentially 1-hydroxybenzotriazole hydrate (42.7 mg, 0.316 mmol), 2-(aminomethyl)pyridine (45.3 μL, 0.431 mmol) and 1-(3-dimethylaminopropyl)-3-ethylcarboiimide hydrochloride (61.8 mg, 0.316 mmol). The resulting mixture was allowed to stir at room temperature overnight and it was found to be clear. The solvent was removed under 5 vacuum. Flash column chromatog... Reactants: COC=1C=C(C(=O)C=2N=C(SC2)C2=CC=C(CNC(OC(C)(C)C)=O)C=C2)C=C(C1OC)OC (tert-Butyl 4-(4-(3,4,5-trimethoxybenzoyl)thiazol-2-yl)benzylcarbamate), Cl (HCl). The solvent is C(Cl)Cl (CH2Cl2), O1CCOCC1 (1,4-dioxane). Conditions: time 4 hour. Yields the product Cl.NCC1=CC=C(C=C1)C=1SC=C(N1)C(=O)C1=CC(=C(C(=C1)OC)OC)OC ((2-(4-(Aminomethyl)phenyl)thiazol-4-yl)(3,4,5-trimethoxyphenyl)methanone hydrochloride). The yield is 81.3%. Reaction SMILES: [CH3:1][O:2][C:3]1[CH:4]=[C:5]([CH:28]=[C:29]([O:33][CH3:34])[C:30]=1[O:31][CH3:32])[C:6]([C:8]1[N:9]=[C:10]([C:13]2[CH:27]=[CH:26][C:16]([CH2:17][NH:18]C(=O)OC(C)(C)C)=[CH:15][CH:14]=2)[S:11][CH:12]=1)=[O:7].[ClH:35]>C(Cl)Cl.O1CCOCC1>[ClH:35].[NH2:18][CH2:17][C:16]1[CH:15]=[CH:14][C:13]([C:10]2[S:11][CH:12]=[C:8]([C:6]([C:5]3[CH:28]=[C:29]([O:33][CH3:34])[C:30]([O:31][CH3:32])=[C:3]([O:2][CH3:1])[CH:4]=3)=[O:7])[N:9]=2)=[CH:27][CH:26]=1 |f:4.5|. Procedure details: At 0° C., to a solution of 68a (200 mg) in 10 mL CH2Cl2 was added a solution of HCl in 1,4-dioxane (4 N, 2 mL) and stirred at RT for 4 h. The precipitate (2r) was filtered and washed with diethyl ether. Yield: 81.3%. 1H NMR (500 MHz, DMSO-d6) δ 8.68 (s, 1H), 8.38 (br, 3H), 8.10 (d, 2H, J=8.4 Hz), 7.66 (d, 2H, J=8.4 Hz), 7.62 (s, 2H), 4.11 (s, 2H), 3.87 (s, 6H), 3.80 (s, 3H). MS (ESI) m/z 385.1 (M+H)+. Reactants: O=c1[nH]c2ccccc2cc1-c1csc(-c2ccnc(Cl)c2)n1, NCCN1CCCCC1. Yields the product O=c1[nH]c2ccccc2cc1-c1csc(-c2ccnc(N3CCCCC3)c2)n1. As a reaction SMILES: [Cl:1][c:2]1[n:3][cH:4][cH:5][c:6](-[c:8]2[s:9][cH:10][c:11](-[c:13]3[c:14](=[O:23])[nH:15][c:16]4[cH:17][cH:18][cH:19][cH:20][c:21]4[cH:22]3)[n:12]2)[cH:7]1.[NH2:24][CH2:25][CH2:26][N:27]1[CH2:28][CH2:29][CH2:30][CH2:31][CH2:32]1>>[c:2]1([N:27]2[CH2:28][CH2:29][CH2:30][CH2:31][CH2:32]2)[n:3][cH:4][cH:5][c:6](-[c:8]2[s:9][cH:10][c:11](-[c:13]3[c:14](=[O:23])[nH:15][c:16]4[cH:17][cH:18][cH:19][cH:20][c:21]4[cH:22]3)[n:12]2)[cH:7]1. Starting materials: COC(=O)c1cc(Cl)ccc1F, Oc1ccc(F)c(F)c1. Yields the product COC(=O)c1cc(Cl)ccc1Oc1ccc(F)c(F)c1. Reaction SMILES: [Cl:1][c:2]1[cH:3][cH:4][c:5]([F:12])[c:6]([C:7](=[O:8])[O:9][CH3:10])[cH:11]1.[F:13][c:14]1[cH:15][c:16]([OH:21])[cH:17][cH:18][c:19]1[F:20]>>[Cl:1][c:2]1[cH:3][cH:4][c:5]([O:21][c:16]2[cH:15][c:14]([F:13])[c:19]([F:20])[cH:18][cH:17]2)[c:6]([C:7](=[O:8])[O:9][CH3:10])[cH:11]1. Starting materials: C1CCOC1, C=CC=C(C)C(NCCCCCC(=O)n1ccc2c3c(ccc21)NC(C(=O)n1ccc2c4c(ccc21)NC(C(=O)n1ccc2c5c(ccc21)NC(C(=O)OC)C5)C4)C3)(c1ccccc1)c1ccc(OC)cc1, CO, [Li+], [OH-], O=C(O)CC(O)(CC(=O)O)C(=O)O. Yields the product C=CC=C(C)C(NCCCCCC(=O)n1ccc2c3c(ccc21)NC(C(=O)n1ccc2c4c(ccc21)NC(C(=O)n1ccc2c5c(ccc21)NC(C(=O)O)C5)C4)C3)(c1ccccc1)c1ccc(OC)cc1. As a reaction SMILES: [CH2:90]1[O:91][CH2:92][CH2:93][CH2:94]1.[CH3:1][O:2][c:3]1[cH:4][cH:5][c:6]([C:9]([C:10](=[CH:11][CH:12]=[CH2:13])[CH3:14])([c:15]2[cH:16][cH:17][cH:18][cH:19][cH:20]2)[NH:21][CH2:22][CH2:23][CH2:24][CH2:25][CH2:26][C:27](=[O:28])[n:29]2[cH:30][cH:31][c:32]3[c:33]4[c:37]([cH:38][cH:39][c:40]23)[NH:36][CH:35]([C:41](=[O:42])[n:43]2[cH:44][cH:45][c:46]3[c:47]5[c:51]([cH:52][cH:53][c:54]23)[NH:50][CH:49]([C:55](=[O:56])[n:57]2[cH:58][cH:59][c:60]3[c:61]6[c:65]([cH:66][cH:67][c:68]23)[NH:64][CH:63]([C:69](=[O:70])[O:71][CH3:72])[CH2:62]6)[CH2:48]5)[CH2:34]4)[cH:7][cH:8]1.[CH3:73][OH:74].[Li+:76].[OH-:75].[OH:77][C:78]([CH2:79][C:80]([C:81](=[O:82])[OH:83])([CH2:84][C:85](=[O:86])[OH:87])[OH:88])=[O:89]>>[CH3:1][O:2][c:3]1[cH:4][cH:5][c:6]([C:9]([C:10](=[CH:11][CH:12]=[CH2:13])[CH3:14])([c:15]2[cH:16][cH:17][cH:18][cH:19][cH:20]2)[NH:21][CH2:22][CH2:23][CH2:24][CH2:25][CH2:26][C:27](=[O:28])[n:29]2[cH:30][cH:31][c:32]3[c:33]4[c:37]([cH:38][cH:39][c:40]23)[NH:36][CH:35]([C:41](=[O:42])[n:43]2[cH:44][cH:45][c:46]3[c:47]5[c:51]([cH:52][cH:53][c:54]23)[NH:50][CH:49]([C:55](=[O:56])[n:57]2[cH:58][cH:59][c:60]3[c:61]6[c:65]([cH:66][cH:67][c:68]23)[NH:64][CH:63]([C:69](=[O:70])[OH:71])[CH2:62]6)[CH2:48]5)[CH2:34]4)[cH:7][cH:8]1. As a reaction SMILES: [CH3:1][C:2]([C:4]1[CH:9]=[CH:8][C:7]([Cl:10])=[CH:6][CH:5]=1)=[O:3].[H-].[Na+].[C:13](=O)([O:17]CC)[O:14][CH2:15][CH3:16]>>[Cl:10][C:7]1[CH:8]=[CH:9][C:4]([C:2](=[O:3])[CH2:1][C:13]([O:14][CH2:15][CH3:16])=[O:17])=[CH:5][CH:6]=1 |f:1.2|. Procedure: The starting material is prepared as follows: A solution of 96.6 g of 4-chloro acetophenone in 300 ml of diethyl carbonate is added dropwise to a suspension of 34 g sodium hydride (55% in mineral oil, washed twice with diethyl ether) in 400 ml of diethyl carbonate at ice bath temperature, then at room temperature for 2 days. To the dark solution is then added crushed ice and 5N hydrochloric acid to adjust the pH to 6-7. After dilution with diethyl ether, the layers are separated, the organic pha... Run at time 2 day. The reactants are CC(=O)C1=CC=C(C=C1)Cl (4-chloro acetophenone), [H-].[Na+] (sodium hydride), C(OCC)(OCC)=O (diethyl carbonate). The product is ClC1=CC=C(C=C1)C(CC(=O)OCC)=O (ethyl 3-(4-chloro-phenyl)-3-oxo-propionate). Reactants: CC(=O)O, CO, [Cl-], CCOC(=O)C=Cc1ccc(Oc2ccc([N+](=O)[O-])cn2)cc1, [NH4+], [Zn]. Product: CCOC(=O)C=Cc1ccc(Oc2ccc(N)cn2)cc1. As a reaction SMILES: [CH3:26][C:27](=[O:28])[OH:29].[CH3:30][OH:31].[Cl-:24].[N+:1]([O-:2])(=[O:3])[c:4]1[cH:5][cH:6][c:7]([O:10][c:11]2[cH:12][cH:13][c:14]([CH:17]=[CH:18][C:19](=[O:20])[O:21][CH2:22][CH3:23])[cH:15][cH:16]2)[n:8][cH:9]1.[NH4+:25].[Zn:32]>>[NH2:1][c:4]1[cH:5][cH:6][c:7]([O:10][c:11]2[cH:12][cH:13][c:14]([CH:17]=[CH:18][C:19](=[O:20])[O:21][CH2:22][CH3:23])[cH:15][cH:16]2)[n:8][cH:9]1.